This data is from the Open Reaction Database (ORD), a public repository of structured organic reaction records. The task is: describe an organic reaction: reactants, conditions, products, and yield Starting materials: CN1C=CC(C2=CC=C(C=C12)C)=O (1,7-Dimethyl-4-quinolone), ClS(=O)(=O)O (chlorosulphonic acid). The solvent is ice water. The product is CN1C=C(C(C2=CC=C(C=C12)C)=O)S(=O)(=O)Cl (1,7-dimethyl-4-oxo-1,4-dihydroquinoline-3-sulphonyl chloride). As a reaction SMILES: [CH3:1][N:2]1[C:11]2[C:6](=[CH:7][CH:8]=[C:9]([CH3:12])[CH:10]=2)[C:5](=[O:13])[CH:4]=[CH:3]1.[Cl:14][S:15](O)(=[O:17])=[O:16]>>[CH3:1][N:2]1[C:11]2[C:6](=[CH:7][CH:8]=[C:9]([CH3:12])[CH:10]=2)[C:5](=[O:13])[C:4]([S:15]([Cl:14])(=[O:17])=[O:16])=[CH:3]1. Reported procedure: 1,7-Dimethyl-4-quinolone (4.31 g) was stirred with chlorosulphonic acid (11.95 ml) at 140° for 2.5 hours and then cooled to room temperature and poured carefully into ice water (1 liter). The resulting white solid was collected, washed with water and dried to give the novel compound 1,7-dimethyl-4-oxo-1,4-dihydroquinoline-3-sulphonyl chloride, m.p. >300°. Reactants: ClC1=C(SC=C1C)C1=NN(C(N1CC(C)C)=O)CC(=O)O (2-[3-(3-chloro-4-methyl-2-thienyl)-4-isobutyl-5-oxo-4,5-dihydro-1H-1,2,4-triazol-1-yl]-acetic acid), CCN=C=NCCCN(C)C.Cl (EDC hydrochloride), FC(C1=C(CN)C=CC=C1)(F)F (2-trifluoromethyl-benzylamine), C=1C=CC2=C(C1)N=NN2O (HOBt), [Cl-].[Na+] (sodium chloride). The solvent is CN(C)C=O (DMF), O (water). Run at time 8 hour. The product is ClC1=C(SC=C1C)C1=NN(C(N1CC(C)C)=O)CC(=O)NCC1=C(C=CC=C1)C(F)(F)F (2-[3-(3-chloro-4-methyl-2-thienyl)-4-isobutyl-5-oxo-4,5-dihydro-1H-1,2,4-triazol-1-yl]-N-[2-(trifluoromethyl)phenylmethyl]-acetamide). RXN SMILES: [Cl:1][C:2]1[C:6]([CH3:7])=[CH:5][S:4][C:3]=1[C:8]1[N:12]([CH2:13][CH:14]([CH3:16])[CH3:15])[C:11](=[O:17])[N:10]([CH2:18][C:19]([OH:21])=O)[N:9]=1.[F:22][C:23]([F:33])([F:32])[C:24]1[CH:31]=[CH:30][CH:29]=[CH:28][C:25]=1[CH2:26][NH2:27].C1C=CC2N(O)N=NC=2C=1.CCN=C=NCCCN(C)C.Cl.[Cl-].[Na+]>O.CN(C=O)C>[Cl:1][C:2]1[C:6]([CH3:7])=[CH:5][S:4][C:3]=1[C:8]1[N:12]([CH2:13][CH:14]([CH3:15])[CH3:16])[C:11](=[O:17])[N:10]([CH2:18][C:19]([NH:27][CH2:26][C:25]2[CH:28]=[CH:29][CH:30]=[CH:31][C:24]=2[C:23]([F:22])([F:32])[F:33])=[O:21])[N:9]=1 |f:3.4,5.6|. Reported procedure: 40.0 mg (0.121 mmol) of 2-[3-(3-chloro-4-methyl-2-thienyl)-4-isobutyl-5-oxo-4,5-dihydro-1H-1,2,4-triazol-1-yl]-acetic acid from Example 249A and 23.4 mg (0.133 mmol) of 2-trifluoromethyl-benzylamine are placed 1.5 ml of DMF and treated with 19.7 mg (0.146 mmol) of HOBt. 30.2 mg (0.158 mmol) of EDC hydrochloride are added and the mixture is stirred overnight at RT. For the workup, the reaction mixture is stirred with about 15 ml of water, saturated with sodium chloride and extracted with ethyl ac... Starting materials: [Si](C)(C)(C(C)(C)C)O[C@H]1CC(O[C@@H](C1)CO)=O ((4R,6S)-4-(tert-butyldimethylsilyloxy)-6-(hydroxymethyl)-tetrahydropyran-2-one), CC(=O)OI1(C=2C=CC=CC2C(=O)O1)(OC(=O)C)OC(=O)C (Dess-Martin periodinane). Run in C(Cl)Cl (CH2Cl2). Run at time 3 hour. The product is [Si](C)(C)(C(C)(C)C)O[C@@H]1C[C@H](OC(C1)=O)C=O ((2S,4R)-4-(tert-butyldimethylsilyloxy)-6-oxo-tetrahydro-2H-pyran-2-carbaldehyde). Yield: 86.7%. RXN SMILES: [Si:1]([O:8][C@@H:9]1[CH2:14][C@@H:13]([CH2:15][OH:16])[O:12][C:11](=[O:17])[CH2:10]1)([C:4]([CH3:7])([CH3:6])[CH3:5])([CH3:3])[CH3:2].CC(OI1(OC(C)=O)(OC(C)=O)OC(=O)C2C=CC=CC1=2)=O>C(Cl)Cl>[Si:1]([O:8][C@H:9]1[CH2:10][C:11](=[O:17])[O:12][C@H:13]([CH:15]=[O:16])[CH2:14]1)([C:4]([CH3:7])([CH3:6])[CH3:5])([CH3:3])[CH3:2]. Procedure: A mixture of (4R,6S)-4-(tert-butyldimethylsilyloxy)-6-(hydroxymethyl)-tetrahydropyran-2-one (8) (150 mg, 0.58 mmol) and Dess-Martin periodinane (380 mg, 0.86 mmol) in CH2Cl2 (15 mL) is stirred at ambient temperature for 3 hours. The mixture is diluted with t-BuMeO (20 mL), washed with saturated Na2S2O3 solution, saturated NaHCO3 solution, dried (MgSO4) and concentrated to give 130 mg (87%) of crude (2S,4R)-4-(tert-butyldimethylsilyloxy)-6-oxo-tetrahydro-2H-pyran-2-carbaldehyde (9) which is used ...